This data is from the Open Reaction Database (ORD), a public repository of structured organic reaction records. The task is: describe an organic reaction: reactants, conditions, products, and yield Starting materials: CO, CCCCCCCNC(=O)N(C)c1cccc(-c2ccc(C=CC(=O)OC)c(F)c2)c1. The product is CCCCCCCNC(=O)N(C)c1cccc(-c2ccc(CCC(=O)OC)c(F)c2)c1. As a reaction SMILES: [CH3:32][OH:33].[F:1][c:2]1[cH:3][c:4](-[c:14]2[cH:15][c:16]([N:20]([C:21](=[O:22])[NH:23][CH2:24][CH2:25][CH2:26][CH2:27][CH2:28][CH2:29][CH3:30])[CH3:31])[cH:17][cH:18][cH:19]2)[cH:5][cH:6][c:7]1[CH:8]=[CH:9][C:10](=[O:11])[O:12][CH3:13]>>[F:1][c:2]1[cH:3][c:4](-[c:14]2[cH:15][c:16]([N:20]([C:21](=[O:22])[NH:23][CH2:24][CH2:25][CH2:26][CH2:27][CH2:28][CH2:29][CH3:30])[CH3:31])[cH:17][cH:18][cH:19]2)[cH:5][cH:6][c:7]1[CH2:8][CH2:9][C:10](=[O:11])[O:12][CH3:13]. Solvent: O1CCCC1 (tetrahydrofuran). As a reaction SMILES: [O:1]1[C:5]2([CH2:10][CH2:9][C:8](=[O:11])[CH2:7][CH2:6]2)[O:4][CH2:3][CH2:2]1.[CH:12]1([Mg]Br)[CH2:14][CH2:13]1>O1CCCC1>[CH:12]1([C:8]2([OH:11])[CH2:7][CH2:6][C:5]3([O:4][CH2:3][CH2:2][O:1]3)[CH2:10][CH2:9]2)[CH2:14][CH2:13]1. Run at temperature -78 celsius, time 4 hour. Reported procedure: 1,4-Dioxaspiro[4.5]decan-8-one (2 g, 12.80 mmol) was dissolved in dry tetrahydrofuran (20 mL). The reaction mixture was cooled to −78° C. Cyclopropylmagnesium bromide (51.2 mL, 25.61 mmol) was added dropwise over a period of 10 min. The reaction mixture was stirred for 4 h, quenched with sat. NH4Cl and extracted with ethyl acetate. The solvent was evaporated and the crude product was used without further purification in the next step. Reactants: O1CCOC12CCC(CC2)=O (1,4-Dioxaspiro[4.5]decan-8-one), C1(CC1)[Mg]Br (Cyclopropylmagnesium bromide). Product: C1(CC1)C1(CCC2(OCCO2)CC1)O (8-Cyclopropyl-1,4-dioxaspiro[4.5]decan-8-ol). The reactants are CC=1OC(=C(N1)COC1=CC=C(CN2N=C(C(=C2)CCC(=O)OC)C2=CC=CC=C2)C=C1)C (methyl 3-[1-[4-(2,5-dimethyl-4-oxazolylmethoxy)benzyl]3-phenyl-1H-pyrazol-4-yl]propionate), O.[OH-].[Li+] (lithium hydroxide monohydrate), O1CCCC1 (tetrahydrofuran), Cl (hydrochloric acid). Solvent: CO (methanol), O (water). Run at time 2 hour. The product is CC=1OC(=C(N1)COC1=CC=C(CN2N=C(C(=C2)CCC(=O)O)C2=CC=CC=C2)C=C1)C (3-[1-[4-(2,5-dimethyl-4-oxazolylmethoxy)benzyl]3-phenyl-1H-pyrazol-4-yl]propionic acid). The yield is 98.8%. As a reaction SMILES: [CH3:1][C:2]1[O:3][C:4]([CH3:33])=[C:5]([CH2:7][O:8][C:9]2[CH:32]=[CH:31][C:12]([CH2:13][N:14]3[CH:18]=[C:17]([CH2:19][CH2:20][C:21]([O:23]C)=[O:22])[C:16]([C:25]4[CH:30]=[CH:29][CH:28]=[CH:27][CH:26]=4)=[N:15]3)=[CH:11][CH:10]=2)[N:6]=1.O.[OH-].[Li+].O1CCCC1.Cl>CO.O>[CH3:1][C:2]1[O:3][C:4]([CH3:33])=[C:5]([CH2:7][O:8][C:9]2[CH:32]=[CH:31][C:12]([CH2:13][N:14]3[CH:18]=[C:17]([CH2:19][CH2:20][C:21]([OH:23])=[O:22])[C:16]([C:25]4[CH:26]=[CH:27][CH:28]=[CH:29][CH:30]=4)=[N:15]3)=[CH:11][CH:10]=2)[N:6]=1 |f:1.2.3|. Reported procedure: A mixture of methyl 3-[1-[4-(2,5-dimethyl-4-oxazolylmethoxy)benzyl]3-phenyl-1H-pyrazol-4-yl]propionate (254 mg), lithium hydroxide monohydrate (69.9 mg), tetrahydrofuran (6 ml), water (4 ml) and methanol (4 ml) was stirred at room temperature for 2 hours, and 1N hydrochloric acid (1.7 ml) was added to the mixture, which was extracted with ethyl acetate. The ethyl acetate layer was washed with saturated aqueous sodium chloride solution, dried (MgSO4), then concentrated to yield 3-[1-[4-(2,5-dimet... Starting materials: CC(Cl)c1cccnc1, OC8=CC=C(N9CCOC9=O)C=C8. The reagents and catalysts are O=C([O-])[O-].[Cs+].[Cs+] (cesium carbonate), [I-].[K+] (potassium iodide). Run in CN(C)C=O (DMF), CN(C)C=O (dmf), CN(C)C=O (DMF). Run at temperature 70 celsius, time 16 hour. Product: O=C%11OCCN%11C(C=C%12)=CC=C%12OC(C)C%13=CC=CN=C%13. Reactants: C(C)N1N=C(N=N1)CN1C(N(C(C2=C1C=C(S2)C2=CC=C(C=C2)F)=O)C2CCN(CC2)C(=O)OC(C)(C)C)=O (Tert-butyl 4-{1-[(2-ethyl-2H-tetrazol-5-yl)methyl]-6-(4-fluorophenyl)-2,4-dioxo-1,4-dihydrothieno[3,2-d]pyrimidin-3(2H)-yl}piperidine-1-carboxylate), Cl (hydrogen chloride). The solvent is O1CCOCC1 (1,4-dioxane), O1CCOCC1 (1,4 dioxane). Yields the product Cl.C(C)N1N=C(N=N1)CN1C(N(C(C2=C1C=C(S2)C2=CC=C(C=C2)F)=O)C2CCNCC2)=O (1-[(2-ethyl-2H-tetrazol-5-yl)methyl]-6-(4-fluorophenyl)-3-(piperidin-4-yl)thieno[3,2-d]pyrimidine-2,4(1H,3H)-dione hydrochloride). As a reaction SMILES: [CH2:1]([N:3]1[N:7]=[N:6][C:5]([CH2:8][N:9]2[C:14]3[CH:15]=[C:16]([C:18]4[CH:23]=[CH:22][C:21]([F:24])=[CH:20][CH:19]=4)[S:17][C:13]=3[C:12](=[O:25])[N:11]([CH:26]3[CH2:31][CH2:30][N:29](C(OC(C)(C)C)=O)[CH2:28][CH2:27]3)[C:10]2=[O:39])=[N:4]1)[CH3:2].[ClH:40]>O1CCOCC1>[ClH:40].[CH2:1]([N:3]1[N:7]=[N:6][C:5]([CH2:8][N:9]2[C:14]3[CH:15]=[C:16]([C:18]4[CH:19]=[CH:20][C:21]([F:24])=[CH:22][CH:23]=4)[S:17][C:13]=3[C:12](=[O:25])[N:11]([CH:26]3[CH2:31][CH2:30][NH:29][CH2:28][CH2:27]3)[C:10]2=[O:39])=[N:4]1)[CH3:2] |f:3.4|. Reported procedure: Tert-butyl 4-{1-[(2-ethyl-2H-tetrazol-5-yl)methyl]-6-(4-fluorophenyl)-2,4-dioxo-1,4-dihydrothieno[3,2-d]pyrimidin-3(2H)-yl}piperidine-1-carboxylate (292 mg, compound B60) and a solution of hydrogen chloride in 1,4-dioxane (1.3 ml, 4.0 M) in 1,4 dioxane (8 ml) are reacted according to the procedure described in example B78 to afford the title compound. Procedure: To a solution of 1,2,4-triazole (4.0 g, 58 mmol) in dry DMF (20 mL) was added potassium carbonate (12.0 g, 87 mmol) and 2-chloro-4-methyl-5-nitropyridine (10 g, 58 mmol) and the mixture stirred at ambient temperature under nitrogen for 24 hours. Ethyl acetate (500 mL) and water (250 mL) were added to the mixture and the resulting precipitate was collected by filtration to give the title compound (5.08 g, 43%) as a pale brown solid. The filtrate was separated and the organic phase was washed with... Reaction SMILES: [NH:1]1[CH:5]=[N:4][CH:3]=[N:2]1.C(=O)([O-])[O-].[K+].[K+].Cl[C:13]1[CH:18]=[C:17]([CH3:19])[C:16]([N+:20]([O-:22])=[O:21])=[CH:15][N:14]=1.C(OCC)(=O)C>CN(C=O)C.O>[CH3:19][C:17]1[C:16]([N+:20]([O-:22])=[O:21])=[CH:15][N:14]=[C:13]([N:1]2[CH:5]=[N:4][CH:3]=[N:2]2)[CH:18]=1 |f:1.2.3|. Run at time 24 hour. Yield: 42.7%. Starting materials: C(C)(=O)OCC (Ethyl acetate), N1N=CN=C1 (1,2,4-triazole), C([O-])([O-])=O.[K+].[K+] (potassium carbonate), ClC1=NC=C(C(=C1)C)[N+](=O)[O-] (2-chloro-4-methyl-5-nitropyridine). Product: CC1=CC(=NC=C1[N+](=O)[O-])N1N=CN=C1 (4-Methyl-5-nitro-2-(1,2,4-triazol-1-yl)pyridine). The solvent is O (water), CN(C)C=O (DMF). Starting materials: OCCOC1=C(C(=NC(=N1)N1CCOCC1)NS(=O)(=O)C1=NC=C(C=C1)C(C)C)OC1=C(C=CC=C1)OC (5-isopropyl-pyridine-2-sulfonic acid 6-(2-hydroxy-ethoxy)-5-(2-methoxy-phenoxy)-2-morpholin-4-yl-pyrimidin-4-yl-amide), C[Si](C)(C)C#N (trimethylsilylcyanide). Run in C(C)N(CC)CC (triethylamine). Product: C(#N)C1=NC=CC(=C1)C1=NC(=C(C(=N1)NS(=O)(=O)C1=NC=C(C=C1)C(C)C)OC1=C(C=CC=C1)OC)OCCO (5-isopropyl-pyridine-2-sulphonic acid 2-(2-cyano-pyridin-4-yl)-6-(2-hydroxy-ethoxy)-5-(2-methoxy-phenoxy)-pyrimidin-4-yl-amide). RXN SMILES: [OH:1][CH2:2][CH2:3][O:4][C:5]1[N:10]=[C:9](N2CCOCC2)[N:8]=[C:7]([NH:17][S:18]([C:21]2[CH:26]=[CH:25][C:24]([CH:27]([CH3:29])[CH3:28])=[CH:23][N:22]=2)(=[O:20])=[O:19])[C:6]=1[O:30][C:31]1[CH:36]=[CH:35][CH:34]=[CH:33][C:32]=1[O:37][CH3:38].C[Si]([C:43]#[N:44])(C)C>C(N(CC)CC)C>[C:21]([C:26]1[CH:25]=[C:24]([C:9]2[N:8]=[C:7]([NH:17][S:18]([C:21]3[CH:26]=[CH:25][C:24]([CH:27]([CH3:28])[CH3:29])=[CH:23][N:22]=3)(=[O:19])=[O:20])[C:6]([O:30][C:31]3[CH:36]=[CH:35][CH:34]=[CH:33][C:32]=3[O:37][CH3:38])=[C:5]([O:4][CH2:3][CH2:2][OH:1])[N:10]=2)[CH:23]=[CH:43][N:44]=1)#[N:22]. Procedure: reacting the product of step e) with trimethylsilylcyanide and triethylamine to form 5-isopropyl-pyridine-2-sulphonic acid 2-(2-cyano-pyridin-4-yl)-6-(2-hydroxy-ethoxy)-5-(2-methoxy-phenoxy)-pyrimidin-4-yl-amide, and Starting materials: BrCc1cccc(I)c1, O=C([O-])[O-], CCOC(=O)CC(c1ccc(O)cc1)c1ccc(F)cc1, CCOC(C)=O, [Cs+], [Cs+], CN(C)C=O. Yields the product CCOC(=O)CC(c1ccc(F)cc1)c1ccc(OCc2cccc(I)c2)cc1. Reaction SMILES: [Br:7][CH2:8][c:9]1[cH:10][c:11]([I:15])[cH:12][cH:13][cH:14]1.[C:1](=[O:2])([O-:3])[O-:4].[CH2:21]([CH3:22])[O:23][C:24]([CH2:25][CH:26]([c:27]1[cH:28][cH:29][c:30]([OH:33])[cH:31][cH:32]1)[c:34]1[cH:35][cH:36][c:37]([F:40])[cH:38][cH:39]1)=[O:41].[CH3:42][CH2:43][O:44][C:45](=[O:46])[CH3:47].[Cs+:5].[Cs+:6].[O:16]=[CH:17][N:18]([CH3:19])[CH3:20]>>[CH2:8]([c:9]1[cH:10][c:11]([I:15])[cH:12][cH:13][cH:14]1)[O:33][c:30]1[cH:29][cH:28][c:27]([CH:26]([CH2:25][C:24]([O:23][CH2:21][CH3:22])=[O:41])[c:34]2[cH:35][cH:36][c:37]([F:40])[cH:38][cH:39]2)[cH:32][cH:31]1. The product is CCc1c(Sc2cc(C)cc(C)c2)n(CC2CC2)c(=O)[nH]c1=O. RXN SMILES: [Br:20][CH2:21][CH:22]1[CH2:23][CH2:24]1.[C:25](=[O:26])([OH:27])[O-:28].[CH2:1]([CH3:2])[c:3]1[c:4](=[O:19])[nH:5][c:6](=[O:18])[nH:7][c:8]1[S:9][c:10]1[cH:11][c:12]([CH3:17])[cH:13][c:14]([CH3:16])[cH:15]1.[CH3:32][N:33]([CH3:34])[CH:35]=[O:36].[I-:30].[Li+:31].[Na+:29]>>[CH2:1]([CH3:2])[c:3]1[c:4](=[O:19])[nH:5][c:6](=[O:18])[n:7]([CH2:21][CH:22]2[CH2:23][CH2:24]2)[c:8]1[S:9][c:10]1[cH:11][c:12]([CH3:17])[cH:13][c:14]([CH3:16])[cH:15]1. Reactants: BrCC1CC1, O=C([O-])O, CCc1c(Sc2cc(C)cc(C)c2)[nH]c(=O)[nH]c1=O, CN(C)C=O, [I-], [Li+], [Na+]. Reactants: C(#N)[C@@]1(C(N(CC1)C1=NC(=NC=C1)NC1=CC(=C(C(=O)OC(C)(C)C)C=C1)OCC)=O)CC (tert-butyl 4-((4-((3R)-3-cyano-3-ethyl-2-oxopyrrolidin-1-yl)pyrimidin-2-yl)amino)-2-ethoxybenzoate), Cl (hydrogen chloride). Solvent: C(C)(=O)OCC (ethyl acetate). Conditions: time 2 hour. The product is Cl.C(#N)[C@@]1(C(N(CC1)C1=NC(=NC=C1)NC1=CC(=C(C(=O)O)C=C1)OCC)=O)CC (4-((4-((3R)-3-cyano-3-ethyl-2-oxopyrrolidin-1-yl)pyrimidin-2-yl)amino)-2-ethoxybenzoic acid hydrochloride). Reaction SMILES: [C:1]([C@@:3]1([CH2:32][CH3:33])[CH2:7][CH2:6][N:5]([C:8]2[CH:13]=[CH:12][N:11]=[C:10]([NH:14][C:15]3[CH:27]=[CH:26][C:18]([C:19]([O:21]C(C)(C)C)=[O:20])=[C:17]([O:28][CH2:29][CH3:30])[CH:16]=3)[N:9]=2)[C:4]1=[O:31])#[N:2].[ClH:34]>C(OCC)(=O)C>[ClH:34].[C:1]([C@@:3]1([CH2:32][CH3:33])[CH2:7][CH2:6][N:5]([C:8]2[CH:13]=[CH:12][N:11]=[C:10]([NH:14][C:15]3[CH:27]=[CH:26][C:18]([C:19]([OH:21])=[O:20])=[C:17]([O:28][CH2:29][CH3:30])[CH:16]=3)[N:9]=2)[C:4]1=[O:31])#[N:2] |f:3.4|. Procedure details: To tert-butyl 4-((4-((3R)-3-cyano-3-ethyl-2-oxopyrrolidin-1-yl)pyrimidin-2-yl)amino)-2-ethoxybenzoate (120 mg) obtained in Step A of Example 250 was added a solution of 4 M hydrogen chloride in ethyl acetate (6.0 mL), and the mixture was stirred at room temperature for 2 hr. The reaction mixture was concentrated under reduced pressure. The residue was washed with ethyl acetate to give the title compound (90 mg).